This data is from the Open Reaction Database (ORD), a public repository of structured organic reaction records. The task is: describe an organic reaction: reactants, conditions, products, and yield Starting materials: C(C)(=O)O[C@H]1[C@H](O[C@@H]([C@H]([C@@H]1OC(C)=O)OC(C)=O)COC(C)=O)Br (2,3,4,6-tetra-O-acetyl-α-D-glucopyranosyl bromide), [S-]C#N.[K+] (Potassium thiocyanate). The reagents and catalysts are S(=O)(=O)(O)[O-].C(CCC)[N+](CCCC)(CCCC)CCCC (tetrabutylammonium hydrogen sulphate). The solvent is C(C)#N (acetonitrile), C(C)#N (acetonitrile). Yields the product C(C)(=O)O[C@H]1[C@@H](O[C@@H]([C@H]([C@@H]1OC(C)=O)OC(C)=O)COC(C)=O)N=C=S (2,3,4,6-tetra-O-acetyl-β-D-glucopyranosyl isothiocyanate). Yield: 76.0%. As a reaction SMILES: [S-:1][C:2]#[N:3].[K+].[C:5]([O:8][C@@H:9]1[C@@H:14]([O:15][C:16](=[O:18])[CH3:17])[C@H:13]([O:19][C:20](=[O:22])[CH3:21])[C@@H:12]([CH2:23][O:24][C:25](=[O:27])[CH3:26])[O:11][C@@H:10]1Br)(=[O:7])[CH3:6]>S([O-])(O)(=O)=O.C([N+](CCCC)(CCCC)CCCC)CCC.C(#N)C>[C:5]([O:8][C@@H:9]1[C@@H:14]([O:15][C:16](=[O:18])[CH3:17])[C@H:13]([O:19][C:20](=[O:22])[CH3:21])[C@@H:12]([CH2:23][O:24][C:25](=[O:27])[CH3:26])[O:11][C@H:10]1[N:3]=[C:2]=[S:1])(=[O:7])[CH3:6] |f:0.1,3.4|. Procedure: Potassium thiocyanate (2.81 g, 28.7 mmol), tetrabutylammonium hydrogen sulphate (1.22 g, 3.59 mmol) and molecular sieves (6.00 g) were stirred in absolute acetonitrile (500 ml) for 30 minutes. 2,3,4,6-tetra-O-acetyl-α-D-glucopyranosyl bromide 37 (5.90 g, 14.4 mmol) was then dissolved in acetonitrile, added to the reaction flask and refluxed for 90 minutes. The solution was then allowed to cool, filtered through a celite pad and concentrated. Purification by column chromatography in hexane:ethyl ... Starting materials: ClC1=C2C=CNC2=C(C=C1)C(=O)O (4-chloro-1H-indole-7-carboxylic acid), C(C)(C)(C)C1=CC=C(CNCCC2=CC=C(C=C2)Cl)C=C1 ((4-tert-butyl-benzyl)-[2-(4-chloro-phenyl)-ethyl]-amine), C(Cl)Cl (DCM), CCN=C=NCCCN(C)C.Cl (EDC.HCl). Product: C(C)(C)(C)C1=CC=C(CN(C(=O)C=2C=CC(=C3C=CNC23)Cl)CCC2=CC=C(C=C2)Cl)C=C1 (4-Chloro-1H-indole-7-carboxylic acid (4-tert-butyl-benzyl)-[2-(4-chloro-phenyl)-ethyl]-amide). Isolated yield 72.3%. As a reaction SMILES: [Cl:1][C:2]1[CH:10]=[CH:9][C:8]([C:11]([OH:13])=O)=[C:7]2[C:3]=1[CH:4]=[CH:5][NH:6]2.[C:14]([C:18]1[CH:34]=[CH:33][C:21]([CH2:22][NH:23][CH2:24][CH2:25][C:26]2[CH:31]=[CH:30][C:29]([Cl:32])=[CH:28][CH:27]=2)=[CH:20][CH:19]=1)([CH3:17])([CH3:16])[CH3:15].C(Cl)Cl.CCN=C=NCCCN(C)C.Cl>>[C:14]([C:18]1[CH:34]=[CH:33][C:21]([CH2:22][N:23]([CH2:24][CH2:25][C:26]2[CH:31]=[CH:30][C:29]([Cl:32])=[CH:28][CH:27]=2)[C:11]([C:8]2[CH:9]=[CH:10][C:2]([Cl:1])=[C:3]3[C:7]=2[NH:6][CH:5]=[CH:4]3)=[O:13])=[CH:20][CH:19]=1)([CH3:17])([CH3:15])[CH3:16] |f:3.4|. Procedure details: To a solution of 64 mg (0.33 mmol) of 4-chloro-1H-indole-7-carboxylic acid and 91 mg (0.3 mmol) of (4-tert-butyl-benzyl)-[2-(4-chloro-phenyl)-ethyl]-amine in 3 ml DCM 63 mg (0.33 mmol) of EDC.HCl were added and the reaction mixture was stirred over night at rt. The product was purified by column chromatography (25 g silica gel; heptane/EtOAc 7:3) to yield 104 mg (72%) product as a light yellow foam. MS (ISP) 479.1 (M+H)+. Starting materials: C=CCOC(=O)c1ccc(OCC(=NO)c2ccc(NCCC(C)=O)c(C(C)(C)C)c2)cc1, C1COCCN1, C1CCOC1, CS(C)=O, c1ccc(P(c2ccccc2)(c2ccccc2)[Pd](P(c2ccccc2)(c2ccccc2)c2ccccc2)(P(c2ccccc2)(c2ccccc2)c2ccccc2)P(c2ccccc2)(c2ccccc2)c2ccccc2)cc1. The product is CC(=O)CCNc1ccc(C(COc2ccc(C(=O)O)cc2)=NO)cc1C(C)(C)C. RXN SMILES: [C:1]([CH3:2])(=[O:3])[CH2:4][CH2:5][NH:6][c:7]1[c:8]([C:30]([CH3:31])([CH3:32])[CH3:33])[cH:9][c:10]([C:13]([CH2:14][O:15][c:16]2[cH:17][cH:18][c:19]([C:20](=[O:21])[O:22][CH2:23][CH:24]=[CH2:25])[cH:26][cH:27]2)=[N:28][OH:29])[cH:11][cH:12]1.[CH2:34]1[NH:35][CH2:36][CH2:37][O:38][CH2:39]1.[CH2:44]1[O:45][CH2:46][CH2:47][CH2:48]1.[CH3:40][S:41]([CH3:42])=[O:43].[cH:49]1[cH:50][cH:51][c:52]([P:53]([Pd:54]([P:55]([c:56]2[cH:57][cH:58][cH:59][cH:60][cH:61]2)([c:62]2[cH:63][cH:64][cH:65][cH:66][cH:67]2)[c:68]2[cH:69][cH:70][cH:71][cH:72][cH:73]2)([P:74]([c:75]2[cH:76][cH:77][cH:78][cH:79][cH:80]2)([c:81]2[cH:82][cH:83][cH:84][cH:85][cH:86]2)[c:87]2[cH:88][cH:89][cH:90][cH:91][cH:92]2)[P:93]([c:94]2[cH:95][cH:96][cH:97][cH:98][cH:99]2)([c:100]2[cH:101][cH:102][cH:103][cH:104][cH:105]2)[c:106]2[cH:107][cH:108][cH:109][cH:110][cH:111]2)([c:112]2[cH:113][cH:114][cH:115][cH:116][cH:117]2)[c:118]2[cH:119][cH:120][cH:121][cH:122][cH:123]2)[cH:124][cH:125]1>>[C:1]([CH3:2])(=[O:3])[CH2:4][CH2:5][NH:6][c:7]1[c:8]([C:30]([CH3:31])([CH3:32])[CH3:33])[cH:9][c:10]([C:13]([CH2:14][O:15][c:16]2[cH:17][cH:18][c:19]([C:20](=[O:21])[OH:22])[cH:26][cH:27]2)=[N:28][OH:29])[cH:11][cH:12]1. Procedure details: Crotonoyl chloride (21.35 g) in dichloromethane (100 mL) was charged into a 2-L reaction flask and cooled to 0° C. 3-Methyl-butan-2-ol (18 g) was added followed by diisopropylethylamine (31.7 g). The reaction mixture was aged at 0-10° C. for about 30 minutes and poured into dilute hydrochloric acid (33 g in 170 g water). Hexanes were added and the aqueous and organic layers were split. The organic layer was separated and subsequently purified via liquid chromatography to provide but-2-enoic acid... As a reaction SMILES: [C:1](Cl)(=[O:5])/[CH:2]=[CH:3]/[CH3:4].[CH3:7][CH:8]([CH3:12])[CH:9]([OH:11])[CH3:10].C(N(C(C)C)CC)(C)C.Cl>ClCCl>[CH3:10][CH:9]([O:11][C:1](=[O:5])[CH:2]=[CH:3][CH3:4])[CH:8]([CH3:12])[CH3:7]. Conditions: temperature 0 celsius, time 30 minute. Reactants: C(C)(C)N(CC)C(C)C (diisopropylethylamine), Cl (hydrochloric acid), C(\C=C\C)(=O)Cl (Crotonoyl chloride), 2-L, CC(C(C)O)C (3-Methyl-butan-2-ol). Run in Hexanes, ClCCl (dichloromethane). Yields the product CC(C(C)C)OC(C=CC)=O (but-2-enoic acid 1,2-dimethyl-propyl ester). The yield is 80.2%.